describe an organic reaction: reactants, conditions, products, and yield From a dataset of the Open Reaction Database (ORD), a public repository of structured organic reaction records. Reaction SMILES: O[CH:2]1[CH2:6][CH2:5][C:4]([CH2:7][CH2:8][CH2:9][CH2:10][PH:11](=[O:15])[O:12][CH2:13][CH3:14])=[CH:3]1.CCOC(/[N:21]=N/C(OCC)=O)=O.N=[N+]=[N-].C1(P(C2C=CC=CC=2)C2C=CC=CC=2)C=CC=CC=1>C1C=CC=CC=1.C1COCC1.O>[NH2:21][CH:2]1[CH2:6][CH2:5][C:4]([CH2:7][CH2:8][CH2:9][CH2:10][PH:11](=[O:15])[O:12][CH2:13][CH3:14])=[CH:3]1. Yield: 95.0%. Reactants: OC1C=C(CC1)CCCCP(OCC)=O ((±)-ethyl (3-hydroxycyclopentenyl)butylphosphinate), CCOC(=O)/N=N/C(=O)OCC (DEAD), N=[N+]=[N-] (HN3), solution, C1(=CC=CC=C1)P(C1=CC=CC=C1)C1=CC=CC=C1 (triphenylphosphine). Run at time 12 hour. Product: NC1C=C(CC1)CCCCP(OCC)=O ((±)-ethyl (3-aminocyclopentenyl)butylphosphinate). Procedure: To a solution of (±)-ethyl (3-hydroxycyclopentenyl)butylphosphinate (7) (2.98 g, 12.8 mmol), DEAD (4.2 cm3) and HN3 (13.5 cm3 of a 1.9 M solution in benzene) in anhydrous THF (150 cm3) at 0° C. was added triphenylphosphine (13.43 g, 51.4 mmol) in small portions over a period of 1 hour. The reaction mixture was allowed to warm to room temperature and stirring continued for 12 hours. The reaction mixture was then heated to 50° C. for 3 hours after which time then water (2 cm3) was added and heatin... Run in O (water), C1=CC=CC=C1 (benzene), C1CCOC1 (THF). Reactants: compound, FC1=C(C=CC(=O)OC)C=CC=C1 (Methyl 2-fluorocinnamate). The reagents and catalysts are [Pd] (palladium-on-carbon). The solvent is CO (methanol). The product is FC1=C(C=CC=C1)CCC(=O)OC (Methyl 3-(2-fluorophenyl)propanoate). Reaction SMILES: [F:1][C:2]1[CH:13]=[CH:12][CH:11]=[CH:10][C:3]=1[CH:4]=[CH:5][C:6]([O:8][CH3:9])=[O:7]>CO.[Pd]>[F:1][C:2]1[CH:13]=[CH:12][CH:11]=[CH:10][C:3]=1[CH2:4][CH2:5][C:6]([O:8][CH3:9])=[O:7]. Procedure details: 17.8 gm of the compound prepared in (1) above was dissolved in 200 ml of methanol. The mixture was catalytically hydrogenated using 6 gm of 10% palladium-on-carbon as a catalyst. After the removal of the catalyst by filtration and the solvent was evaporated to produce 14.7 gm of the title compound. Starting materials: CC(C)(C)OC(=O)N1CCC(=O)CC1, C1CCOC1, CI, [Li]c1cccs1. Product: COC1(c2cccs2)CCN(C(=O)OC(C)(C)C)CC1. Reaction SMILES: [C:1](=[O:2])([O:3][C:4]([CH3:5])([CH3:6])[CH3:7])[N:8]1[CH2:9][CH2:10][C:11](=[O:14])[CH2:12][CH2:13]1.[CH2:23]1[O:24][CH2:25][CH2:26][CH2:27]1.[CH3:21][I:22].[s:15]1[c:16]([Li:20])[cH:17][cH:18][cH:19]1>>[C:1](=[O:2])([O:3][C:4]([CH3:5])([CH3:6])[CH3:7])[N:8]1[CH2:9][CH2:10][C:11]([O:14][CH3:21])([c:16]2[s:15][cH:19][cH:18][cH:17]2)[CH2:12][CH2:13]1.